From a dataset of the Open Reaction Database (ORD), a public repository of structured organic reaction records. describe an organic reaction: reactants, conditions, products, and yield Procedure details: 3.0 g of 1,3-dimethyl-2,5-dimethoxybenzene and 3.1 g of tetramethylethylenediamine were dissolved in 30 ml of dry ether and 17 ml of a 1.6M solution of n-butyllithium in hexane was added dropwise thereto in a nitrogen atmosphere at room temperature. After 1 hour, the mixture was cooled to -65° C. and a solution of 2.9 g of nicotinaldehyde in 10 ml of ether was added thereto. After 30 minutes, the reaction was ceased by adding water and the reaction mixture was extracted with ethyl acetate. The o... Solvent: CCCCCC (hexane), O (water), CCOCC (ether), CCOCC (ether). Product: N1=CC(=CC=C1)C(C1=C(C=C(C(=C1C)OC)C)OC)O (α-(3-Pyridyl)-2,5-dimethoxy-4,6-dimethylbenzyl alcohol). The reactants are solution, C(CCC)[Li] (n-butyllithium), CC1=C(C(=CC(=C1)OC)C)OC (1,3-dimethyl-2,5-dimethoxybenzene), CN(CCN(C)C)C (tetramethylethylenediamine), C(C1=CN=CC=C1)=O (nicotinaldehyde). Run at temperature -65 celsius, time 1 hour. RXN SMILES: [CH3:1][C:2]1[CH:7]=[C:6]([O:8][CH3:9])[CH:5]=[C:4]([CH3:10])[C:3]=1[O:11][CH3:12].CN(C)CCN(C)C.C([Li])CCC.[CH:26](=[O:33])[C:27]1[CH:32]=[CH:31][CH:30]=[N:29][CH:28]=1>CCOCC.CCCCCC.O>[N:29]1[CH:30]=[CH:31][CH:32]=[C:27]([CH:26]([OH:33])[C:5]2[C:4]([CH3:10])=[C:3]([O:11][CH3:12])[C:2]([CH3:1])=[CH:7][C:6]=2[O:8][CH3:9])[CH:28]=1. Run in O (water). Starting materials: C(C1=CC=CC=C1)C#N (benzyl cyanide), [OH-].[Na+] (NaOH), alpha,-di-bromo-o-xylene, C(C1=CC=CC=C1)C#N (benzyl cyanide), ClCCl (dichloromethane), [OH-].[Na+] (NaOH). Reaction SMILES: ClCCl.[OH-].[Na+].[CH2:6]([C:13]#N)[C:7]1[CH:12]=[CH:11][CH:10]=[CH:9][CH:8]=1>[Cl-].C([N+](CC)(CC)CC)C1C=CC=CC=1.O>[C:7]1([CH:6]2[CH2:13][C:12]3[C:7](=[CH:8][CH:9]=[CH:10][CH:11]=3)[CH2:6]2)[CH:12]=[CH:11][CH:10]=[CH:9][CH:8]=1 |f:1.2,4.5|. Procedure details: To a stirred two phase solution of dichloromethane (1 L) and 15% NaOH (750 mL) were added alpha, alpha,-di-bromo-o-xylene (100 g, 0.38 mol), benzyl cyanide (44.3 g, 0.38 mol) and benzyltriethylammonium chloride (17.2 g, 0.075 mol). The two phase solution was vigorously stirred at ambient temperature for 48 hours, at which time benzyl cyanide (20 g, 0.17 mol), benzyltriethylammonium chloride (9.0 g, 0.039 mol), and 15% NaOH (300 mL) were added. The mixture was stirred for an additional 48 hours. ... Run at time 48 hour. Product: C1(=CC=CC=C1)C1CC2=CC=CC=C2C1 (2,3-dihydro-2-phenyl-1H-indene). The yield is 115.4%. Reagents/catalysts: [Cl-].C(C1=CC=CC=C1)[N+](CC)(CC)CC (benzyltriethylammonium chloride), [Cl-].C(C1=CC=CC=C1)[N+](CC)(CC)CC (benzyltriethylammonium chloride). Reactants: O=C1CCC(=O)N1Br, ClC(Cl)(Cl)Cl, Cc1cc(C(F)(F)F)co1, CC(C)(C#N)N=NC(C)(C)C#N. Yields the product FC(F)(F)c1coc(CBr)c1. As a reaction SMILES: [Br:11][N:12]1[C:13](=[O:14])[CH2:15][CH2:16][C:17]1=[O:18].[C:31]([Cl:32])([Cl:33])([Cl:34])[Cl:35].[CH3:1][c:2]1[o:3][cH:4][c:5]([C:7]([F:8])([F:9])[F:10])[cH:6]1.[N:19]#[C:20][C:21]([N:22]=[N:23][C:24]([C:25]#[N:26])([CH3:27])[CH3:28])([CH3:29])[CH3:30]>>[CH2:1]([c:2]1[o:3][cH:4][c:5]([C:7]([F:8])([F:9])[F:10])[cH:6]1)[Br:11]. Yields the product O=C=Nc1cccc2c1C(=O)c1ccccc1C2=O. Reactants: O=C(Cl)Cl, Clc1ccccc1Cl, Nc1cccc2c1C(=O)c1ccccc1C2=O. Reaction SMILES: [Cl:1][C:2]([Cl:3])=[O:4].[Cl:22][c:23]1[cH:24][cH:25][cH:26][cH:27][c:28]1[Cl:29].[NH2:5][c:6]1[cH:7][cH:8][cH:9][c:10]2[c:19]1[C:18](=[O:20])[c:17]1[c:12]([cH:13][cH:14][cH:15][cH:16]1)[C:11]2=[O:21]>>[C:2](=[O:4])=[N:5][c:6]1[cH:7][cH:8][cH:9][c:10]2[c:19]1[C:18](=[O:20])[c:17]1[c:12]([cH:13][cH:14][cH:15][cH:16]1)[C:11]2=[O:21].